Dataset: the Open Reaction Database (ORD), a public repository of structured organic reaction records. Task: describe an organic reaction: reactants, conditions, products, and yield Reactants: C([O-])(O)=O.[Na+] (sodium bicarbonate), COCOC1=C(C=CC(=C1)OCOC)[C@@H]1CC[C@H](CC1)CC(=O)OC (trans-methyl {4-[2,4-bis(methoxymethoxy)phenyl]cyclohexyl}acetate), CO (methanol), Cl (hydrochloric acid). Solvent: O (water), C(C)(=O)OCC (ethyl acetate). Reaction conditions: time 2 hour. Product: OC1=C(C=CC(=C1)O)[C@@H]1CC[C@H](CC1)CC(=O)OC (trans-Methyl [4-(2,4-dihydroxyphenyl)cyclohexyl]acetate). The yield is 67.9%. As a reaction SMILES: COC[O:4][C:5]1[CH:10]=[C:9]([O:11]COC)[CH:8]=[CH:7][C:6]=1[C@H:15]1[CH2:20][CH2:19][C@H:18]([CH2:21][C:22]([O:24][CH3:25])=[O:23])[CH2:17][CH2:16]1.CO.Cl.C(=O)(O)[O-].[Na+]>O.C(OCC)(=O)C>[OH:4][C:5]1[CH:10]=[C:9]([OH:11])[CH:8]=[CH:7][C:6]=1[C@H:15]1[CH2:16][CH2:17][C@H:18]([CH2:21][C:22]([O:24][CH3:25])=[O:23])[CH2:19][CH2:20]1 |f:3.4|. Reported procedure: To a round bottomed flask equipped with magnetic stirrer was added cis/trans-methyl {4-[2,4-bis(methoxymethoxy)phenyl]cyclohexyl}acetate (1.00 g, 2.84 mmol) and methanol (20 ml). The stirred solution was heated to reflux temperature and aqueous hydrochloric acid (20 ml, 1 M) was added in aliquots (4×5 ml) at 10 min intervals. After 2 hr, the reaction mixture was cooled to room temperature and saturated aqueous sodium bicarbonate (50 ml) added. The reaction mixture was poured into a separating fu... The reactants are C1(=CC=CC=C1)P(C1=CC=CC=C1)C1=CC=CC=C1 (triphenylphosphine), C(Cl)(Cl)(Cl)Cl (carbon tetrachloride), Cl (Hydrogen chloride), CN1CC(CC1)OC1=NC=CC=C1C(=O)[O-].[Na+] (sodium 2-[(1-methyl-3-pyrrolidinyl)oxy]-3-pyridinecarboxylate). Solvent: C(Cl)(Cl)Cl (chloroform), C(C)O (ethanol). The product is Cl.ClCCC1OC2=C(C(N(C1)C)=O)C=CC=N2 (2-(2-Chloroethyl)-2,3-dihydro-4-methylpyrido[3,2-f][1,4]-oxazepin-5(4H)-one hydrochloride). RXN SMILES: Cl.[CH3:2][N:3]1C[CH2:6][CH:5]([O:8][C:9]2[C:14]([C:15]([O-:17])=O)=[CH:13][CH:12]=[CH:11][N:10]=2)[CH2:4]1.[Na+].C1(P(C2C=CC=CC=2)C2C=CC=CC=2)C=CC=CC=1.[C:38]([Cl:42])(Cl)(Cl)[Cl:39]>C(Cl)(Cl)Cl.C(O)C>[ClH:39].[Cl:42][CH2:38][CH2:6][CH:5]1[CH2:4][N:3]([CH3:2])[C:15](=[O:17])[C:14]2[CH:13]=[CH:12][CH:11]=[N:10][C:9]=2[O:8]1 |f:1.2,7.8|. Procedure: Hydrogen chloride gas was bubbled into a suspension of 150 g (0.61 mole) of sodium 2-[(1-methyl-3-pyrrolidinyl)oxy]-3-pyridinecarboxylate in 1 liter of chloroform until a pH of 6 was reached. To the stirred mixture was added 350 g (1.34 mole) of triphenylphosphine and 350 g (2.3 mole) of carbon tetrachloride and the resulting cloudy solution was stirred at reflux for 1.5 hr. About 100 ml of ethanol was added and the heat removed. The solution was stirred for 1 hour while cooling and 200 ml of is... The reactants are O=C([O-])O, CC(=O)O, O=C1CCNC(=O)C1, [Na+], O=S(=O)(O)O, c1ccc(-c2cc3ccccn3n2)cc1. Product: O=C1C=C(c2c(-c3ccccc3)nn3ccccc23)CCN1. RXN SMILES: [C:29](=[O:30])([O-:31])[OH:32].[CH3:34][C:35](=[O:36])[OH:37].[NH:16]1[C:17](=[O:23])[CH2:18][C:19](=[O:22])[CH2:20][CH2:21]1.[Na+:33].[S:24](=[O:25])(=[O:26])([OH:27])[OH:28].[c:1]1(-[c:7]2[n:8][n:9]3[c:10]([cH:11][cH:12][cH:13][cH:14]3)[cH:15]2)[cH:2][cH:3][cH:4][cH:5][cH:6]1>>[c:1]1(-[c:7]2[n:8][n:9]3[c:10]([cH:11][cH:12][cH:13][cH:14]3)[c:15]2[C:19]2=[CH:18][C:17](=[O:23])[NH:16][CH2:21][CH2:20]2)[cH:2][cH:3][cH:4][cH:5][cH:6]1. The reactants are COc1ccc(Br)cc1, O=C([O-])[O-], O=C(C=Cc1ccccc1)C=Cc1ccccc1, O=C(C=Cc1ccccc1)C=Cc1ccccc1, O=C(C=Cc1ccccc1)C=Cc1ccccc1, [Cs+], [Cs+], Nc1ncc([N+](=O)[O-])cn1, [Pd], [Pd], CC1(C)c2cccc(P(c3ccccc3)c3ccccc3)c2Oc2c(P(c3ccccc3)c3ccccc3)cccc21. Product: COc1ccc(Nc2ncc([N+](=O)[O-])cn2)cc1. As a reaction SMILES: [Br:11][c:12]1[cH:13][cH:14][c:15]([O:18][CH3:19])[cH:16][cH:17]1.[C:20](=[O:21])([O-:22])[O-:23].[CH:106](=[CH:107][C:108]([CH:109]=[CH:110][c:111]1[cH:112][cH:113][cH:114][cH:115][cH:116]1)=[O:117])[c:118]1[cH:119][cH:120][cH:121][cH:122][cH:123]1.[CH:70](=[CH:71][C:72]([CH:73]=[CH:74][c:75]1[cH:76][cH:77][cH:78][cH:79][cH:80]1)=[O:81])[c:82]1[cH:83][cH:84][cH:85][cH:86][cH:87]1.[CH:88](=[CH:89][C:90]([CH:91]=[CH:92][c:93]1[cH:94][cH:95][cH:96][cH:97][cH:98]1)=[O:99])[c:100]1[cH:101][cH:102][cH:103][cH:104][cH:105]1.[Cs+:24].[Cs+:25].[N+:1](=[O:2])([O-:3])[c:4]1[cH:5][n:6][c:7]([NH2:10])[n:8][cH:9]1.[Pd:68].[Pd:69].[c:26]1([P:27]([c:28]2[cH:29][cH:30][cH:31][cH:32][cH:33]2)[c:34]2[c:35]3[c:59]([cH:60][cH:61][cH:62]2)[C:56]([CH3:57])([CH3:58])[c:38]2[c:37]([c:42]([P:43]([c:44]4[cH:45][cH:46][cH:47][cH:48][cH:49]4)[c:50]4[cH:51][cH:52][cH:53][cH:54][cH:55]4)[cH:41][cH:40][cH:39]2)[O:36]3)[cH:63][cH:64][cH:65][cH:66][cH:67]1>>[N+:1](=[O:2])([O-:3])[c:4]1[cH:5][n:6][c:7]([NH:10][c:12]2[cH:13][cH:14][c:15]([O:18][CH3:19])[cH:16][cH:17]2)[n:8][cH:9]1. Reactants: C(C)NC1=CC=CC=C1 (N-ethyl aniline), BrCCCCCCBr (1,6-dibromohexane), C([O-])([O-])=O.[Na+].[Na+] (sodium carbonate). Run in C1(=CC=CC=C1)C (toluene). Reaction conditions: temperature 115 celsius, time 8 hour. Product: C(C)N(CCCCCCN(C1=CC=CC=C1)CC)C1=CC=CC=C1 (N,N'-diethyl-N,N'-diphenyl-1,6-diaminohexane). The yield is 69.9%. Reaction SMILES: [CH2:1]([NH:3][C:4]1[CH:9]=[CH:8][CH:7]=[CH:6][CH:5]=1)[CH3:2].Br[CH2:11][CH2:12][CH2:13][CH2:14][CH2:15][CH2:16]Br.C(=O)([O-])[O-].[Na+].[Na+]>C1(C)C=CC=CC=1>[CH2:1]([N:3]([C:4]1[CH:9]=[CH:8][CH:7]=[CH:6][CH:5]=1)[CH2:11][CH2:12][CH2:13][CH2:14][CH2:15][CH2:16][N:3]([CH2:1][CH3:2])[C:4]1[CH:9]=[CH:8][CH:7]=[CH:6][CH:5]=1)[CH3:2] |f:2.3.4|. Procedure: 50.8 g of N-ethyl aniline together with 48.8 g of 1,6-dibromohexane and 25.2 g of sodium carbonate were dissolved in 500 ml of toluene. The mixture was stirred while refluxed at 115° C. Reflux was continued overnight. The precipitate was filtered and stirred in 1.25 l of ethyl acetate. The ethyl acetate phase was washed with 500 ml of water and 20 ml of acetic acid. The filtrate and the ethyl acetate phase were washed with a saturated sodium chloride solution and dried on sodium sulfate. The rea... The reactants are [Na+], C1COCCO1, [OH-], O, CCc1ccc(C(OCCc2ccc(OC)c(OC)c2)(c2ccc(CC)cc2)C(O)C(=O)OC)cc1. Product: CCc1ccc(C(OCCc2ccc(OC)c(OC)c2)(c2ccc(CC)cc2)C(O)C(=O)O)cc1. RXN SMILES: [Na+:38].[O:40]1[CH2:41][CH2:42][O:43][CH2:44][CH2:45]1.[OH-:37].[OH2:39].[OH:1][CH:2]([C:3](=[O:4])[O:5][CH3:6])[C:7]([c:8]1[cH:9][cH:10][c:11]([CH2:14][CH3:15])[cH:12][cH:13]1)([c:16]1[cH:17][cH:18][c:19]([CH2:22][CH3:23])[cH:20][cH:21]1)[O:24][CH2:25][CH2:26][c:27]1[cH:28][c:29]([O:35][CH3:36])[c:30]([O:33][CH3:34])[cH:31][cH:32]1>>[OH:1][CH:2]([C:3](=[O:4])[OH:5])[C:7]([c:8]1[cH:9][cH:10][c:11]([CH2:14][CH3:15])[cH:12][cH:13]1)([c:16]1[cH:17][cH:18][c:19]([CH2:22][CH3:23])[cH:20][cH:21]1)[O:24][CH2:25][CH2:26][c:27]1[cH:28][c:29]([O:35][CH3:36])[c:30]([O:33][CH3:34])[cH:31][cH:32]1. The reactants are COCCCCn1c(C(=O)N(CC(C)C)C2CN(C(=O)OC(C)(C)C)CC(C)(C(=O)[O-])C2)nc2c(F)cccc21, CO, [Na+], C1CCOC1, [OH-]. The product is COCCCCn1c(C(=O)N(CC(C)C)C2CC(C(=O)O)CN(C(=O)OC(C)(C)C)C2)nc2c(F)cccc21. Reaction SMILES: [CH3:1][C:2]1([C:38](=[O:39])[O-:40])[CH2:3][N:4]([C:31](=[O:32])[O:33][C:34]([CH3:35])([CH3:36])[CH3:37])[CH2:5][CH:6]([N:8]([CH2:9][CH:10]([CH3:11])[CH3:12])[C:13](=[O:14])[c:15]2[n:16][c:17]3[c:18]([n:19]2[CH2:20][CH2:21][CH2:22][CH2:23][O:24][CH3:25])[cH:26][cH:27][cH:28][c:29]3[F:30])[CH2:7]1.[CH3:43][OH:44].[Na+:42].[O:45]1[CH2:46][CH2:47][CH2:48][CH2:49]1.[OH-:41]>>[CH:2]1([C:38](=[O:39])[OH:40])[CH2:3][N:4]([C:31](=[O:32])[O:33][C:34]([CH3:35])([CH3:36])[CH3:37])[CH2:5][CH:6]([N:8]([CH2:9][CH:10]([CH3:11])[CH3:12])[C:13](=[O:14])[c:15]2[n:16][c:17]3[c:18]([n:19]2[CH2:20][CH2:21][CH2:22][CH2:23][O:24][CH3:25])[cH:26][cH:27][cH:28][c:29]3[F:30])[CH2:7]1. The reactants are BrC1=C(C=CC=C1)S(=O)(=O)Cl (2-bromobenzene sulfonyl chloride), C(C)(=O)ONC(=O)OC(C)(C)C ([(tert-butoxy)carbonyl]amino acetate), [H-].[Na+] (sodium hydride), CCCCCCC (heptane). The solvent is C1CCOC1 (THF), C1CCOC1 (THF), C(C)(=O)OCC (ethyl acetate). The product is C(C)(=O)ON(C(OC(C)(C)C)=O)S(=O)(=O)C1=C(C=CC=C1)Br (tert-butyl (acetyloxy)[(2-bromophenyl)sulfonyl]carbamate), desired material. As a reaction SMILES: [C:1]([O:4][NH:5][C:6]([O:8][C:9]([CH3:12])([CH3:11])[CH3:10])=[O:7])(=[O:3])[CH3:2].[H-].[Na+].[Br:15][C:16]1[CH:21]=[CH:20][CH:19]=[CH:18][C:17]=1[S:22](Cl)(=[O:24])=[O:23].CCCCCCC>C1COCC1.C(OCC)(=O)C>[C:1]([O:4][N:5]([S:22]([C:17]1[CH:18]=[CH:19][CH:20]=[CH:21][C:16]=1[Br:15])(=[O:24])=[O:23])[C:6](=[O:7])[O:8][C:9]([CH3:12])([CH3:11])[CH3:10])(=[O:3])[CH3:2] |f:1.2|. Procedure details: tert-Butyl (acetyloxy)[(2-bromophenyl)sulfonyl]carbamate (41) is prepared according to Scheme 2. A solution of [(tert-butoxy)carbonyl]amino acetate (0.68 g, 3.9 mmol) in THF (5 ml) is added dropwise to a stirred solution of sodium hydride (0.16 g of a 60% dispersion, 3.9 mmol) in THF (10 ml). Stirring is continued for 30 minutes, whereupon 2-bromobenzene sulfonyl chloride (1.0 g, 3.9 mmol) is added. The reaction mixture is stirred at room temperature for 3 hours after which time tlc (1:1 heptane... The product is CNC(=O)c1ncsc1Nc1cc(Cl)ncc1C(F)(F)F. RXN SMILES: [Br:13][c:14]1[c:15]([C:19](=[O:20])[NH:21][CH3:22])[n:16][cH:17][s:18]1.[C:23](=[O:24])([O-:25])[O-:26].[Cl:1][c:2]1[n:3][cH:4][c:5]([C:9]([F:10])([F:11])[F:12])[c:6]([NH2:8])[cH:7]1.[Cs+:27].[Cs+:28].[O:29]1[CH2:30][CH2:31][O:32][CH2:33][CH2:34]1.[O:37]=[C:38]([CH:39]=[CH:40][c:41]1[cH:42][cH:43][cH:44][cH:45][cH:46]1)[CH:47]=[CH:48][c:49]1[cH:50][cH:51][cH:52][cH:53][cH:54]1.[O:55]=[C:56]([CH:57]=[CH:58][c:59]1[cH:60][cH:61][cH:62][cH:63][cH:64]1)[CH:65]=[CH:66][c:67]1[cH:68][cH:69][cH:70][cH:71][cH:72]1.[O:73]=[C:74]([CH:75]=[CH:76][c:77]1[cH:78][cH:79][cH:80][cH:81][cH:82]1)[CH:83]=[CH:84][c:85]1[cH:86][cH:87][cH:88][cH:89][cH:90]1.[Pd:35].[Pd:36]>>[Cl:1][c:2]1[n:3][cH:4][c:5]([C:9]([F:10])([F:11])[F:12])[c:6]([NH:8][c:14]2[c:15]([C:19](=[O:20])[NH:21][CH3:22])[n:16][cH:17][s:18]2)[cH:7]1. Reactants: CNC(=O)c1ncsc1Br, O=C([O-])[O-], Nc1cc(Cl)ncc1C(F)(F)F, [Cs+], [Cs+], C1COCCO1, O=C(C=Cc1ccccc1)C=Cc1ccccc1, O=C(C=Cc1ccccc1)C=Cc1ccccc1, O=C(C=Cc1ccccc1)C=Cc1ccccc1, [Pd], [Pd]. Starting materials: 3(a), C(C1=CC=CC=C1)N(CC(=O)C=1C=CC(=C(C(=O)N)C1)OCCCCCC)CC1=CC=CC=C1 (5-(N,N-dibenzylglycyl)-2-hexyloxybenzamide), C(CCCCC)I (hexyl iodide). Yields the product C(C1=CC=CC=C1)N(CC(=O)C=1C=CC(=C(C(=O)N)C1)OCCCCC)CC1=CC=CC=C1 (5-(N,N-Dibenzylglycyl)-2-(pentyloxy)benzamide). Reaction SMILES: [CH2:1]([N:8]([CH2:28][C:29]1[CH:34]=[CH:33][CH:32]=[CH:31][CH:30]=1)[CH2:9][C:10]([C:12]1[CH:13]=[CH:14][C:15]([O:21][CH2:22][CH2:23][CH2:24][CH2:25][CH2:26]C)=[C:16]([CH:20]=1)[C:17]([NH2:19])=[O:18])=[O:11])[C:2]1[CH:7]=[CH:6][CH:5]=[CH:4][CH:3]=1.C(I)CCCCC>>[CH2:1]([N:8]([CH2:28][C:29]1[CH:30]=[CH:31][CH:32]=[CH:33][CH:34]=1)[CH2:9][C:10]([C:12]1[CH:13]=[CH:14][C:15]([O:21][CH2:22][CH2:23][CH2:24][CH2:25][CH3:26])=[C:16]([CH:20]=1)[C:17]([NH2:19])=[O:18])=[O:11])[C:2]1[CH:3]=[CH:4][CH:5]=[CH:6][CH:7]=1. Procedure: 3(a) 5-(N,N-dibenzylglycyl)-2-hexyloxybenzamide, m.p. 92°-94°, 53% (hexyl iodide).